This data is from the Open Reaction Database (ORD), a public repository of structured organic reaction records. The task is: describe an organic reaction: reactants, conditions, products, and yield RXN SMILES: [CH3:14][C:15]([CH3:16])=[O:17].[CH3:1][CH:2]([CH2:3][CH:4]=[O:5])[CH2:6][CH2:7][CH2:8][CH:9]([CH3:10])[CH3:11].[K+:13].[OH-:12]>>[CH3:1][CH:2]([CH2:3][CH:4]=[CH:14][C:15]([CH3:16])=[O:17])[CH2:6][CH2:7][CH2:8][CH:9]([CH3:10])[CH3:11]. Yields the product CC(=O)C=CCC(C)CCCC(C)C. The reactants are CC(C)=O, CC(C)CCCC(C)CC=O, [K+], [OH-].